From a dataset of the Open Reaction Database (ORD), a public repository of structured organic reaction records. describe an organic reaction: reactants, conditions, products, and yield Starting materials: C(C)OC(C[C@H](C1=CC=CC=C1)NC1=NC(=CC=C1[N+](=O)[O-])C)=O ((R)-3-(6-methyl-3-nitro-pyridin-2-ylamino)-3-phenyl-propionic acid ethyl ester). Reagents/catalysts: [Pd] (Pd/C). The solvent is CO (MeOH), CO (MeOH). Run at time 2 hour. The product is C(C)OC(C[C@H](C1=CC=CC=C1)NC1=NC(=CC=C1N)C)=O ((R)-3-(3-Amino-6-methyl-pyridin-2-ylamino)-3-phenyl-propionic acid ethyl ester). The yield is 107.7%. As a reaction SMILES: [CH2:1]([O:3][C:4](=[O:24])[CH2:5][C@@H:6]([NH:13][C:14]1[C:19]([N+:20]([O-])=O)=[CH:18][CH:17]=[C:16]([CH3:23])[N:15]=1)[C:7]1[CH:12]=[CH:11][CH:10]=[CH:9][CH:8]=1)[CH3:2]>CO.[Pd]>[CH2:1]([O:3][C:4](=[O:24])[CH2:5][C@@H:6]([NH:13][C:14]1[C:19]([NH2:20])=[CH:18][CH:17]=[C:16]([CH3:23])[N:15]=1)[C:7]1[CH:8]=[CH:9][CH:10]=[CH:11][CH:12]=1)[CH3:2]. Procedure details: To a solution of (R)-3-(6-methyl-3-nitro-pyridin-2-ylamino)-3-phenyl-propionic acid ethyl ester (398 mg, 1.21 mmol) in MeOH (10 mL) was added slurry of Pd/C (150 mg) in MeOH (2 mL). The reaction mixture was degassed using house vacuum. The flask was saturated with H2 and stirred under H2 balloon for 2 hours. When the reaction was completed, the mixture was filtered through a pad of celite and the filtrate was concentrated to afford 390 mg (100%) of the oily residue. The resulting residue was use... Starting materials: COC(=O)NCCC1=CC(=C(C=C1)OC)OC (N-Methoxycarbonyl-2-(3,4-dimethoxyphenyl)ethylamine), C(Cl)Cl (methylene chloride), C(C)OCC (diethylether), [H-].[H-].[H-].[H-].[Li+].[Al+3] (LiAlH4). The solvent is O1CCCC1 (tetrahydrofuran). Yields the product CNCCC1=CC(=C(C=C1)OC)OC (N-Methyl-2-(3,4-dimethoxyphenyl)-ethylamine). As a reaction SMILES: CO[C:3]([NH:5][CH2:6][CH2:7][C:8]1[CH:13]=[CH:12][C:11]([O:14][CH3:15])=[C:10]([O:16][CH3:17])[CH:9]=1)=O.C(OCC)C.[H-].[H-].[H-].[H-].[Li+].[Al+3].C(Cl)Cl>O1CCCC1>[CH3:3][NH:5][CH2:6][CH2:7][C:8]1[CH:13]=[CH:12][C:11]([O:14][CH3:15])=[C:10]([O:16][CH3:17])[CH:9]=1 |f:2.3.4.5.6.7|. Procedure: The product of (i) was reduced in dry tetrahydrofuran or diethylether in conventional manner by the addition of 3 equivalents of LiAlH4 and subsequent refluxing of the mixture for 0.5-1 hr. After cooling and filtration, the solvent was evaporated and the product obtained by first extraction of the ethereal phase at pH 4, then at pH 10 with methylene chloride. Drying and evaporation of the solvent yielded 50-60% nearly pure oily product. Starting materials: CC(C)(C)N(C(=O)[O-])c1sc(-c2ccccc2F)nc1C(=O)Nc1cnn(C2CCNC2)c1, CS(C)=O. Yields the product Nc1sc(-c2ccccc2F)nc1C(=O)Nc1cnn(C2CCNC2)c1. Reaction SMILES: [C:1]([N:5]([C:2](=[O:3])[O-:4])[c:9]1[c:10]([C:21]([NH:22][c:23]2[cH:24][n:25][n:26]([CH:28]3[CH2:29][NH:30][CH2:31][CH2:32]3)[cH:27]2)=[O:33])[n:11][c:12](-[c:14]2[c:15]([F:20])[cH:16][cH:17][cH:18][cH:19]2)[s:13]1)([CH3:6])([CH3:7])[CH3:8].[CH3:34][S:35]([CH3:36])=[O:37]>>[NH2:5][c:9]1[c:10]([C:21]([NH:22][c:23]2[cH:24][n:25][n:26]([CH:28]3[CH2:29][NH:30][CH2:31][CH2:32]3)[cH:27]2)=[O:33])[n:11][c:12](-[c:14]2[c:15]([F:20])[cH:16][cH:17][cH:18][cH:19]2)[s:13]1. The reactants are CC(C)=O, COC1(OC)CCN(C(=O)OC(C)(C)C)CC1O, Cc1ccc(S(=O)(=O)O)cc1. Yields the product CC(C)(C)OC(=O)N1CCC(=O)C(O)C1. Reaction SMILES: [CH3:30][C:31](=[O:32])[CH3:33].[OH:1][CH:2]1[CH2:3][N:4]([C:12](=[O:13])[O:14][C:15]([CH3:16])([CH3:17])[CH3:18])[CH2:5][CH2:6][C:7]1([O:8][CH3:11])[O:9][CH3:10].[c:19]1([CH3:20])[cH:21][cH:22][c:23]([S:24]([OH:25])(=[O:26])=[O:27])[cH:28][cH:29]1>>[OH:1][CH:2]1[CH2:3][N:4]([C:12](=[O:13])[O:14][C:15]([CH3:16])([CH3:17])[CH3:18])[CH2:5][CH2:6][C:7]1=[O:8].